Dataset: the Open Reaction Database (ORD), a public repository of structured organic reaction records. Task: describe an organic reaction: reactants, conditions, products, and yield Starting materials: 2h, P(Cl)(Cl)Cl (PCl3), [Cl-].C1CCOC1 (chloride THF), Mg, II (I2), solution, COCCOCCl (2-methoxyethoxymethyl chloride), C1CCOC1 (THF), C(=O)=O.CC(=O)C (dry-ice acetone). The reagents and catalysts are [Hg](Br)Br (HgBr2). Conditions: temperature -78 celsius, time 30 second. Yields the product 1.6, COCCOCP(COCCOC)COCCOC (tris(2-methoxyethoxymethyl)phosphine). The yield is 21.0%. Reaction SMILES: II.[CH3:3][O:4][CH2:5][CH2:6][O:7][CH2:8]Cl.[C:10](=[O:12])=O.C[C:14](C)=[O:15].[Cl-].[CH2:18]1[CH2:22][O:21][CH2:20]C1.[P:23](Cl)(Cl)Cl.[CH2:27]1[CH2:31][O:30][CH2:29]C1>[Hg](Br)Br>[CH3:3][O:4][CH2:5][CH2:6][O:7][CH2:8][P:23]([CH2:20][O:21][CH2:22][CH2:18][O:12][CH3:10])[CH2:14][O:15][CH2:27][CH2:31][O:30][CH3:29] |f:2.3,4.5|. Procedure: To ground Mg metal (5.2 g, 214 mmol) was added I2 (1 crystal), HgBr2 (10 mg) and 2 ml of a solution of 2-methoxyethoxymethyl chloride (25 g, 201 mmol) in THF (100 ml) at R.T. After 30 sec, the reaction started and was cooled to -30° C. (dry-ice/acetone). The remaining chloride/THF solution was added dropwise at -20° to -10° C. over 2 h. The mixture was stirred at 0° C. for 2h post-addition and cooled to -78° C. The reagent was then treated with PCl3 (2.2 ml, 25.1 mmol) according to General Metho...